From a dataset of the Open Reaction Database (ORD), a public repository of structured organic reaction records. describe an organic reaction: reactants, conditions, products, and yield Starting materials: C(C1=CC=CC=C1)OCC1=CC=CC=C1.[Na] (sodium benzyloxide), N([C@@H](CC(C)C)C(=O)N[C@@H](CC1=CC=CC=C1)C(=O)O)C(=O)OCC1=CC=CC=C1 (Z-Leu-Phe-OH), benzyl oxalyl chloride, C(Cl)(Cl)Cl (CHCl3), N([C@@H](CC(C)C)C(=O)N[C@@H](CC1=CC=CC=C1)C(=O)C(=O)OCC)C(=O)OCC1=CC=CC=C1 (Z-Leu-Phe-CO2Et), benzyl oxalyl chloride, enol ester. Reported procedure: This compound was prepared from Z-Leu-Phe-OH and benzyl oxalyl chloride in 17% yield by the procedure described in the synthesis of Z-Leu-Phe-CO2Et, except that benzyl oxalyl chloride was used in place of ethyl oxalyl chloride and sodium benzyloxide in benzyl alcohol was used for enol ester hydrolysis. Single spot on TLC, Rf =0.63 (CHCl3 :CH3OH=50:1). Pale yellow solid, mp 117°-119° C. MS(FAB) m/e=532 (m+1). H1NMR ok. The solvent is CO (CH3OH), C(C1=CC=CC=C1)O (benzyl alcohol). RXN SMILES: [NH:1]([C:21]([O:23][CH2:24][C:25]1[CH:30]=[CH:29][CH:28]=[CH:27][CH:26]=1)=[O:22])[C@H:2]([C:7]([NH:9][C@H:10]([C:18]([OH:20])=O)[CH2:11][C:12]1[CH:17]=[CH:16][CH:15]=[CH:14][CH:13]=1)=[O:8])[CH2:3][CH:4]([CH3:6])[CH3:5].N([C:55]([O:57][CH2:58][C:59]1[CH:64]=[CH:63][CH:62]=[CH:61][CH:60]=1)=[O:56])[C@H](C(N[C@H](C(C(OCC)=O)=O)CC1C=CC=CC=1)=O)CC(C)C.C(OCC1C=CC=CC=1)C1C=CC=CC=1.[Na].C(Cl)(Cl)Cl>C(O)C1C=CC=CC=1.CO>[NH:1]([C:21]([O:23][CH2:24][C:25]1[CH:26]=[CH:27][CH:28]=[CH:29][CH:30]=1)=[O:22])[C@H:2]([C:7]([NH:9][C@H:10]([C:18]([C:55]([O:57][CH2:58][C:59]1[CH:64]=[CH:63][CH:62]=[CH:61][CH:60]=1)=[O:56])=[O:20])[CH2:11][C:12]1[CH:17]=[CH:16][CH:15]=[CH:14][CH:13]=1)=[O:8])[CH2:3][CH:4]([CH3:6])[CH3:5] |f:2.3,^1:79|. Product: N([C@@H](CC(C)C)C(=O)N[C@@H](CC1=CC=CC=C1)C(=O)C(=O)OCC1=CC=CC=C1)C(=O)OCC1=CC=CC=C1 (Z-Leu-Phe-CO2Bzl). Isolated yield 17.0%. As a reaction SMILES: [C:1]([O:2][C:3](=[O:4])[NH:7][CH2:8][CH2:9][c:10]1[cH:11][c:12]([CH2:16][CH:17]([CH3:18])[NH:19][CH2:20][CH:21]([O:22][Si:23]([CH3:24])([CH3:25])[C:26]([CH3:27])([CH3:28])[CH3:29])[c:30]2[c:31]3[cH:32][cH:33][c:34](=[O:48])[nH:35][c:36]3[c:37]([O:40][CH2:41][c:42]3[cH:43][cH:44][cH:45][cH:46][cH:47]3)[cH:38][cH:39]2)[cH:13][cH:14][cH:15]1)([CH3:5])([CH3:6])[CH3:49].[C:50](=[O:51])([OH:52])[O-:53].[Cl:62][CH2:63][Cl:64].[Na+:54].[OH:55][C:56]([C:57]([F:58])([F:59])[F:60])=[O:61]>>[NH2:7][CH2:8][CH2:9][c:10]1[cH:11][c:12]([CH2:16][CH:17]([CH3:18])[NH:19][CH2:20][CH:21]([O:22][Si:23]([CH3:24])([CH3:25])[C:26]([CH3:27])([CH3:28])[CH3:29])[c:30]2[c:31]3[cH:32][cH:33][c:34](=[O:48])[nH:35][c:36]3[c:37]([O:40][CH2:41][c:42]3[cH:43][cH:44][cH:45][cH:46][cH:47]3)[cH:38][cH:39]2)[cH:13][cH:14][cH:15]1. Reactants: CC(Cc1cccc(CCNC(=O)OC(C)(C)C)c1)NCC(O[Si](C)(C)C(C)(C)C)c1ccc(OCc2ccccc2)c2[nH]c(=O)ccc12, O=C([O-])O, ClCCl, [Na+], O=C(O)C(F)(F)F. Product: CC(Cc1cccc(CCN)c1)NCC(O[Si](C)(C)C(C)(C)C)c1ccc(OCc2ccccc2)c2[nH]c(=O)ccc12. The reactants are CO (MeOH), CO (MeOH), C(=O)(C(F)(F)F)O (TFA), C1(=CCCCC1)C1=C(C=CC(=C1)CCS(NC)(=O)=O)NC(=O)C=1N(C=C(N1)C#N)COCC[Si](C)(C)C (4-cyano-1-(2-trimethylsilanyl-ethoxymethyl)-1H-imidazole-2-carboxylic acid [2-cyclohex-1-enyl-4-(2-methylsulfamoyl-ethyl)-phenyl]-amide). The solvent is C(Cl)Cl (CH2Cl2). The product is C1(=CCCCC1)C1=C(C=CC(=C1)CCS(NC)(=O)=O)NC(=O)C=1NC=C(N1)C#N (4-Cyano-1H-imidazole-2-carboxylic acid [2-cyclohex-1-enyl-4-(2-methylsulfamoyl-ethyl)-phenyl]-amide). Isolated yield 11.1%. RXN SMILES: [C:1]1([C:7]2[CH:12]=[C:11]([CH2:13][CH2:14][S:15](=[O:19])(=[O:18])[NH:16][CH3:17])[CH:10]=[CH:9][C:8]=2[NH:20][C:21]([C:23]2[N:24](COCC[Si](C)(C)C)[CH:25]=[C:26]([C:28]#[N:29])[N:27]=2)=[O:22])[CH2:6][CH2:5][CH2:4][CH2:3][CH:2]=1.CO.C(O)(C(F)(F)F)=O>C(Cl)Cl>[C:1]1([C:7]2[CH:12]=[C:11]([CH2:13][CH2:14][S:15](=[O:18])(=[O:19])[NH:16][CH3:17])[CH:10]=[CH:9][C:8]=2[NH:20][C:21]([C:23]2[NH:24][CH:25]=[C:26]([C:28]#[N:29])[N:27]=2)=[O:22])[CH2:6][CH2:5][CH2:4][CH2:3][CH:2]=1. Reported procedure: A solution of 177 mg (0.326 mmol) of 4-cyano-1-(2-trimethylsilanyl-ethoxymethyl)-1H-imidazole-2-carboxylic acid [2-cyclohex-1-enyl-4-(2-methylsulfamoyl-ethyl)-phenyl]-amide (as prepared in the previous step) in CH2Cl2 (10 mL) was treated with MeOH (300 μL) and TFA (3 mL) at RT for 45 min. MeOH (10 mL) was added, and solvents were evaporated in vacuo. The solid residue was triturated with a minimum amount of acetonitrile with sonication, but further purification was needed. Silica gel chromatogra...